From a dataset of the Open Reaction Database (ORD), a public repository of structured organic reaction records. describe an organic reaction: reactants, conditions, products, and yield The reactants are COc1ccc(CSC2CC(C(=O)O)N(C(=O)OCc3ccc([N+](=O)[O-])cc3)C2)cc1, CC1CNCCN1C(=O)OCc1ccc([N+](=O)[O-])cc1. Yields the product COc1ccc(CSC2CC(C(=O)N3CCN(C(=O)OCc4ccc([N+](=O)[O-])cc4)C(C)C3)N(C(=O)OCc3ccc([N+](=O)[O-])cc3)C2)cc1. As a reaction SMILES: [CH3:1][O:2][c:3]1[cH:4][cH:5][c:6]([CH2:7][S:8][CH:9]2[CH2:10][CH:11]([C:27](=[O:28])[OH:29])[N:12]([C:14](=[O:15])[O:16][CH2:17][c:18]3[cH:19][cH:20][c:21]([N+:24](=[O:25])[O-:26])[cH:22][cH:23]3)[CH2:13]2)[cH:30][cH:31]1.[CH3:32][CH:33]1[N:34]([C:39](=[O:40])[O:41][CH2:42][c:43]2[cH:44][cH:45][c:46]([N+:49](=[O:50])[O-:51])[cH:47][cH:48]2)[CH2:35][CH2:36][NH:37][CH2:38]1>>[CH3:1][O:2][c:3]1[cH:4][cH:5][c:6]([CH2:7][S:8][CH:9]2[CH2:10][CH:11]([C:27](=[O:29])[N:37]3[CH2:36][CH2:35][N:34]([C:39](=[O:40])[O:41][CH2:42][c:43]4[cH:44][cH:45][c:46]([N+:49](=[O:50])[O-:51])[cH:47][cH:48]4)[CH:33]([CH3:32])[CH2:38]3)[N:12]([C:14](=[O:15])[O:16][CH2:17][c:18]3[cH:19][cH:20][c:21]([N+:24](=[O:25])[O-:26])[cH:22][cH:23]3)[CH2:13]2)[cH:30][cH:31]1. Reactants: CN1C(N(C(NC1=O)SC)N)=O (1-methyl3-amino-4-methylmercapto-tetrahydro-1,3,5-triazine-2,6-dione), C(C)(=O)O (acetic acid), CN (methylamine). Solvent: C(C)(C)O (isopropanol). Run at time 10 hour. The product is CN1C(N(C(NC1=O)NC)N)=O (1-methyl-3-amino-4-methylamino-tetrahydro-1,3,5-triazine2,6-dione). Isolated yield 88.0%. Reaction SMILES: [CH3:1][N:2]1[C:7](=[O:8])[NH:6][CH:5](SC)[N:4]([NH2:11])[C:3]1=[O:12].C(O)(=O)C.[CH3:17][NH2:18]>C(O)(C)C>[CH3:1][N:2]1[C:7](=[O:8])[NH:6][CH:5]([NH:18][CH3:17])[N:4]([NH2:11])[C:3]1=[O:12]. Reported procedure: 18.8 g (0.1 mole) of 1-methyl-3-amino-4-methylmercaptotetrahydro-1,3,5-triazine-2,6-dione (prepared according to Example 2) were idssolved in 200 ml of isopropanol with addition of 6 g of glacial acetic acid and a pinch of ptoluenesulphonic acid and the mixture was saturated with methylamine gas at room temperature. The batch was left to stand for about 10 hours and was evaporated in vacuo, and the resudue was recrystallized from isopropanol. 15 g (88%) of 1-methyl-3-amino-4-methylamino-tetrahyd... The reactants are C1(CCCCC1)C1(CCC2(OCCO2)CC1)OC (8-cyclohexyl-8-methoxy-1,4-dioxaspiro[4.5]decane), C(C)(=O)O (acetic acid), C(O)([O-])=O.[Na+] (sodium hydrogen carbonate), C(C)OCC (diethyl ether). Run in O (water). Product: COC1(CCC(CC1)=O)C1CCCCC1 (1-methoxy-1,1′-bicyclohexane-4-one). Yield: 107.1%. RXN SMILES: [CH:1]1([C:7]2([O:17][CH3:18])[CH2:16][CH2:15][C:10]3(OCC[O:11]3)[CH2:9][CH2:8]2)[CH2:6][CH2:5][CH2:4][CH2:3][CH2:2]1.C(O)(=O)C.C(=O)([O-])O.[Na+].C(OCC)C>O>[CH3:18][O:17][C:7]1([CH:1]2[CH2:2][CH2:3][CH2:4][CH2:5][CH2:6]2)[CH2:16][CH2:15][C:10](=[O:11])[CH2:9][CH2:8]1 |f:2.3|. Reported procedure: A solution of 8-cyclohexyl-8-methoxy-1,4-dioxaspiro[4.5]decane (1.15 g) and acetic acid (40 ml) in water was stirred at 100° C. for 6 hours. After cooling to room temperature, the reaction mixture was added to a mixture of sodium hydrogen carbonate solution and diethyl ether. The organic layer was taken, washed with sodium hydrogen carbonate solution and dried over magnesium sulfate. The magnesium sulfate was filtered off, and the filtrate was concentrated under reduced pressure to give 1-methox... The product is O=S(=O)(c1ccc(N2CCC2)nc1)N1CCC2=Cc3c(cnn3-c3ccc(F)cc3)CC2(COCc2ncco2)C1. RXN SMILES: [Cl:36][CH2:37][c:38]1[o:39][cH:40][cH:41][n:42]1.[N:1]1([c:5]2[cH:6][cH:7][c:8]([S:11](=[O:12])(=[O:13])[N:14]3[CH2:15][C:16]4([CH2:34][OH:35])[CH2:17][c:18]5[c:19]([n:24](-[c:27]6[cH:28][cH:29][c:30]([F:33])[cH:31][cH:32]6)[n:25][cH:26]5)[CH:20]=[C:21]4[CH2:22][CH2:23]3)[cH:9][n:10]2)[CH2:2][CH2:3][CH2:4]1>>[N:1]1([c:5]2[cH:6][cH:7][c:8]([S:11](=[O:12])(=[O:13])[N:14]3[CH2:15][C:16]4([CH2:34][O:35][CH2:37][c:38]5[o:39][cH:40][cH:41][n:42]5)[CH2:17][c:18]5[c:19]([n:24](-[c:27]6[cH:28][cH:29][c:30]([F:33])[cH:31][cH:32]6)[n:25][cH:26]5)[CH:20]=[C:21]4[CH2:22][CH2:23]3)[cH:9][n:10]2)[CH2:2][CH2:3][CH2:4]1. Starting materials: ClCc1ncco1, O=S(=O)(c1ccc(N2CCC2)nc1)N1CCC2=Cc3c(cnn3-c3ccc(F)cc3)CC2(CO)C1. The reactants are C1(=CC=CC=C1)C=1C=NN(C1C1=CC=CC=C1)CC(=O)OCC (ethyl 4,5-diphenylpyrazole-1-acetate), CC(C)(C)NCCN (2-[(1,1-dimethylethyl)amino]ethanamine), amine. The reagents and catalysts are C[O-].[Na+] (sodium methoxide). The product is CC(C)(C)NCCNC(CN1N=CC(=C1C1=CC=CC=C1)C1=CC=CC=C1)=O (N-[2-[(1,1-dimethylethyl)amino]ethyl]-4,5-diphenyl-1H-pyrazole-1-acetamide). The yield is 66.8%. Reaction SMILES: [C:1]1([C:7]2[CH:8]=[N:9][N:10]([CH2:18][C:19](OCC)=[O:20])[C:11]=2[C:12]2[CH:17]=[CH:16][CH:15]=[CH:14][CH:13]=2)[CH:6]=[CH:5][CH:4]=[CH:3][CH:2]=1.[CH3:24][C:25]([NH:28][CH2:29][CH2:30][NH2:31])([CH3:27])[CH3:26]>C[O-].[Na+]>[CH3:24][C:25]([NH:28][CH2:29][CH2:30][NH:31][C:19](=[O:20])[CH2:18][N:10]1[C:11]([C:12]2[CH:13]=[CH:14][CH:15]=[CH:16][CH:17]=2)=[C:7]([C:1]2[CH:2]=[CH:3][CH:4]=[CH:5][CH:6]=2)[CH:8]=[N:9]1)([CH3:27])[CH3:26] |f:2.3|. Procedure: A solution of 10.7 g (0.035 mol) of ethyl 4,5-diphenylpyrazole-1-acetate of example 1 in 10.9 g (0.094 mol) of 2-[(1,1-dimethylethyl)amino]ethanamine was heated with about 50 mg of sodium methoxide at about 150° for two hours. The excess amine was stripped off under vacuum and the residue was triturated in acetonitrile. The solid product was filtered off and recrystallized from isopropyl acetate to yield 8.8 g of white crystals, mp 115°-116° C.